This data is from the Open Reaction Database (ORD), a public repository of structured organic reaction records. The task is: describe an organic reaction: reactants, conditions, products, and yield Starting materials: NC1=CC(NC(N1CC(C)(C)C)=O)=O (6-amino-1-(2,2-dimethylpropyl)-2,4-(1H,3H)-pyrimidinedione), Cl (HCl), N(=O)[O-].[Na+] (NaNO2). The solvent is CS(=O)C (DMSO), O (water), O (water). Run at temperature 50 celsius, time 10 minute. Product: NC1=C(C(NC(N1CC(C)(C)C)=O)=O)N=O (6-amino-1-(2,2-dimethylpropyl)-5-nitroso-2,4-(1H,3H)-pyrimidine dione). RXN SMILES: [NH2:1][C:2]1[N:7]([CH2:8][C:9]([CH3:12])([CH3:11])[CH3:10])[C:6](=[O:13])[NH:5][C:4](=[O:14])[CH:3]=1.Cl.[N:16]([O-])=[O:17].[Na+]>CS(C)=O.O>[NH2:1][C:2]1[N:7]([CH2:8][C:9]([CH3:11])([CH3:10])[CH3:12])[C:6](=[O:13])[NH:5][C:4](=[O:14])[C:3]=1[N:16]=[O:17] |f:2.3|. Reported procedure: To a solution of 7.0 g of XXVI in 50 ml of DMSO was added 8 ml of 5N HCl and 2.7 g of NaNO2 dissolved in 5 ml of water. The reaction mixture was stirred 10 minutes at 50° C. and then 100 ml of water was added. The red crystals were filtered off. Yield 6 g (XXVII). The reactants are C(C)N1C=C(C(C2=CC(=C(C(=C12)F)F)F)=O)C(=O)O (1-ethyl-6,7,8-trifluoro-1,4-dihydro-4-oxo-3-quinolinecarboxylic acid), C1(CC1)NC[C@H]1CNC[C@H]1F ((3R,4S)-3-cyclopropylaminomethyl-4-fluoropyrrolidine). The product is C1(CC1)NC[C@H]1CN(C[C@H]1F)C1=C(C=C2C(C(=CN(C2=C1F)CC)C(=O)O)=O)F (7-[(3S,4S)-3-cyclopropylaminomethyl-4-fluoro-1-pyrrolidinyl]-1-ethyl-6,8-difluoro-1,4-dihydro-4-oxo-3-quinolinecarboxylic acid). Yield: 46.4%. As a reaction SMILES: [CH2:1]([N:3]1[C:12]2[C:7](=[CH:8][C:9]([F:15])=[C:10](F)[C:11]=2[F:13])[C:6](=[O:16])[C:5]([C:17]([OH:19])=[O:18])=[CH:4]1)[CH3:2].[CH:20]1([NH:23][CH2:24][C@@H:25]2[C@H:29]([F:30])[CH2:28][NH:27][CH2:26]2)[CH2:22][CH2:21]1>>[CH:20]1([NH:23][CH2:24][C@@H:25]2[C@H:29]([F:30])[CH2:28][N:27]([C:10]3[C:11]([F:13])=[C:12]4[C:7]([C:6](=[O:16])[C:5]([C:17]([OH:19])=[O:18])=[CH:4][N:3]4[CH2:1][CH3:2])=[CH:8][C:9]=3[F:15])[CH2:26]2)[CH2:22][CH2:21]1. Procedure details: Using 1-ethyl-6,7,8-trifluoro-1,4-dihydro-4-oxo-3-quinolinecarboxylic acid (200 mg) and (3R,4S)-3-cyclopropylaminomethyl-4-fluoropyrrolidine (128 mg), the same procedure was followed as in Example 23 to give 7-[(3S,4S)-3-cyclopropylaminomethyl-4-fluoro-1-pyrrolidinyl]-1-ethyl-6,8-difluoro-1,4-dihydro-4-oxo-3-quinolinecarboxylic acid as a pale yellow crystal (140 mg). The reactants are Cl.C(C)OC(=O)C1(CC1)N (1-Amino-cyclopropanecarboxylic acid ethyl ester HCl salt), CCN(C(C)C)C(C)C (Hunig's base), C=1C=CC2=C(C1)N=NN2O (HOBt), C(CCl)Cl (EDC), COC(=O)C=1N=CC=2C(N(C=CC2C1O)CC1=CC=CC=C1)=O (7-benzyl-4-hydroxy-8-oxo-7,8-dihydro-[2,7]naphthyridine-3-carboxylic acid methyl ester), [OH-].[Na+] (NaOH). Run in C(Cl)Cl (CH2Cl2), C1CCOC1 (THF), CO (MeOH), CCOC(=O)C (EtOAc), [Cl-].[Na+].O (brine), Cl (HCl). Reaction conditions: time 16 hour. Yields the product C(C)OC(=O)C1(CC1)NC(=O)C=1N=CC=2C(N(C=CC2C1O)CC1=CC=CC=C1)=O (1-[(7-Benzyl-4-hydroxy-8-oxo-7,8-dihydro-[2,7]naphthyridine-3-carbonyl)-amino]-cyclopropanecarboxylic acid ethyl ester). The yield is 33.2%. Reaction SMILES: CO[C:3]([C:5]1[N:6]=[CH:7][C:8]2[C:9](=[O:23])[N:10]([CH2:16][C:17]3[CH:22]=[CH:21][CH:20]=[CH:19][CH:18]=3)[CH:11]=[CH:12][C:13]=2[C:14]=1[OH:15])=[O:4].[OH-].[Na+].C1C=CC2N(O)N=NC=2C=1.C(Cl)CCl.Cl.[CH2:41]([O:43][C:44]([C:46]1([NH2:49])[CH2:48][CH2:47]1)=[O:45])[CH3:42].CCN(C(C)C)C(C)C>CCOC(C)=O.[Cl-].[Na+].O.Cl.C(Cl)Cl.C1COCC1.CO>[CH2:41]([O:43][C:44]([C:46]1([NH:49][C:3]([C:5]2[N:6]=[CH:7][C:8]3[C:9](=[O:23])[N:10]([CH2:16][C:17]4[CH:22]=[CH:21][CH:20]=[CH:19][CH:18]=4)[CH:11]=[CH:12][C:13]=3[C:14]=2[OH:15])=[O:4])[CH2:48][CH2:47]1)=[O:45])[CH3:42] |f:1.2,5.6,9.10.11|. Reported procedure: A mixture of 7-benzyl-4-hydroxy-8-oxo-7,8-dihydro-[2,7]naphthyridine-3-carboxylic acid methyl ester (53 mg, 0.17 mmol), 2 M NaOH (3 mL), MeOH (3 mL) and THF (3 mL) was stirred at r.t. for 16 h, then concentrated to dryness. The residue was dissolved in water and acidified to pH about 2 with 1 M HCl. The resulting precipitate was isolated by filtration. To the crude solid were added CH2Cl2 (3 mL), HOBt (29 mg, 0.22 mmol), and EDC (47 mg, 0.24 mmol), and the resulting mixture was stirred for 10 mi... The reactants are CC(C)(C)OC(=O)n1ccc2c(C(=O)O)cccc21, CCN(C(C)C)C(C)C, Cl, COC(=O)C(N)CO, CN(C)C=O, O. Yields the product COC(=O)C(CO)NC(=O)c1cccc2c1ccn2C(=O)OC(C)(C)C. RXN SMILES: [C:10]([CH3:11])([CH3:12])([CH3:13])[O:14][C:15](=[O:16])[n:17]1[cH:18][cH:19][c:20]2[c:21]([C:26](=[O:27])[OH:28])[cH:22][cH:23][cH:24][c:25]12.[CH2:29]([N:30]([CH:31]([CH3:32])[CH3:33])[CH:34]([CH3:35])[CH3:36])[CH3:37].[ClH:1].[NH2:2][CH:3]([C:4](=[O:5])[O:6][CH3:7])[CH2:8][OH:9].[O:38]=[CH:39][N:40]([CH3:41])[CH3:42].[OH2:43]>>[NH:2]([CH:3]([C:4](=[O:5])[O:6][CH3:7])[CH2:8][OH:9])[C:26]([c:21]1[c:20]2[cH:19][cH:18][n:17]([C:15]([O:14][C:10]([CH3:11])([CH3:12])[CH3:13])=[O:16])[c:25]2[cH:24][cH:23][cH:22]1)=[O:27]. Product: N1=C2C(=CC=C1)C=1C=CC=CC1C2 (9H-indeno[2,1-b]pyridine). Reported procedure: Indeno[2,1-b]pyridin-9-one (525 mg, 2.90 mmol), 92 (J. Org. Chem. 51, 2021 (1986)) and 4.5 mL of hydrazine hydrate were combined in a sealed tube and warmed to 180° C. for 16 hours. The resulting mixture was diluted with chloroform and the layers seperated. The organics were dried over sodium sulfate, filtered, and evaporated to dryness. The resulting oil was purified by chromatography on silica gel eluted with 95:5, 93:7, and 90:10 of methylene chloride:ethyl ether. The product fractions were e... Reaction conditions: temperature 180 celsius. The reactants are N1=C2C(=CC=C1)C=1C=CC=CC1C2=O (Indeno[2,1-b]pyridin-9-one), O.NN (hydrazine hydrate). Reaction SMILES: [N:1]1[CH:6]=[CH:5][CH:4]=[C:3]2[C:7]3[CH:8]=[CH:9][CH:10]=[CH:11][C:12]=3[C:13](=O)[C:2]=12.O.NN>C(Cl)(Cl)Cl>[N:1]1[CH:6]=[CH:5][CH:4]=[C:3]2[C:7]3[CH:8]=[CH:9][CH:10]=[CH:11][C:12]=3[CH2:13][C:2]=12 |f:1.2|. The solvent is C(Cl)(Cl)Cl (chloroform). Starting materials: ClCCl, Cc1cc(COc2ccc(S(=O)(=O)O)cc2)c2ccccc2n1, [Na], CN(C)C=O, O=S(Cl)Cl. Yields the product Cc1cc(COc2ccc(S(=O)(=O)Cl)cc2)c2ccccc2n1. As a reaction SMILES: [CH2:34]([Cl:35])[Cl:36].[CH3:7][c:8]1[n:9][c:10]2[cH:11][cH:12][cH:13][cH:14][c:15]2[c:16]([CH2:18][O:19][c:20]2[cH:21][cH:22][c:23]([S:26](=[O:27])(=[O:28])[OH:29])[cH:24][cH:25]2)[cH:17]1.[Na:6].[O:1]=[CH:2][N:3]([CH3:4])[CH3:5].[S:30]([Cl:31])([Cl:32])=[O:33]>>[CH3:7][c:8]1[n:9][c:10]2[cH:11][cH:12][cH:13][cH:14][c:15]2[c:16]([CH2:18][O:19][c:20]2[cH:21][cH:22][c:23]([S:26](=[O:27])(=[O:29])[Cl:32])[cH:24][cH:25]2)[cH:17]1. The reactants are C1COCCO1, ClCCl, CC(C)(C)OC(=O)N1CCN(S(C)(=O)=O)CC1, Cl. The product is CS(=O)(=O)N1CC[NH2+]CC1, [Cl-]. Reaction SMILES: [CH2:19]1[O:20][CH2:21][CH2:22][O:23][CH2:24]1.[CH2:25]([Cl:26])[Cl:27].[CH3:2][S:3](=[O:4])(=[O:5])[N:6]1[CH2:7][CH2:8][N:9]([C:12]([O:13][C:14]([CH3:15])([CH3:16])[CH3:17])=[O:18])[CH2:10][CH2:11]1.[ClH:1]>>[CH3:2][S:3](=[O:4])(=[O:5])[N:6]1[CH2:7][CH2:8][NH2+:9][CH2:10][CH2:11]1.[Cl-:1]. Reactants: C1(=CC=C(C=C1)S(=O)(=O)OC(CCO[Si](C1=CC=CC=C1)(C1=CC=CC=C1)C(C)(C)C)C)C (3-(tert-butyldiphenylsilanyloxy)-1-methylpropyl toluene-4-sulfonate), Cl (hydrochloric acid), C(CCC)[Li] (n-Butyl lithium), FC1=CC=C(C=C1)CC(=O)O (4-fluorophenylacetic acid). Solvent: C1CCOC1 (THF), C(C)(=O)OCC (ethyl acetate), C1CCOC1 (THF). Reaction conditions: temperature 0 celsius, time 20 minute. Yields the product [Si](C1=CC=CC=C1)(C1=CC=CC=C1)(C(C)(C)C)OC(C(=O)O)(C(CC)C)C1=CC=C(C=C1)F (tert-butyldiphenylsilanyloxy-2-(4-fluorophenyl)-3-methylpentanoic acid). As a reaction SMILES: [CH2:1]([Li])[CH2:2][CH2:3][CH3:4].[F:6][C:7]1[CH:12]=[CH:11][C:10]([CH2:13][C:14]([OH:16])=[O:15])=[CH:9][CH:8]=1.C1(C)C=CC(S(OC(C)CC[O:30][Si:31]([C:44]([CH3:47])([CH3:46])[CH3:45])([C:38]2[CH:43]=[CH:42][CH:41]=[CH:40][CH:39]=2)[C:32]2[CH:37]=[CH:36][CH:35]=[CH:34][CH:33]=2)(=O)=O)=CC=1.Cl>C1COCC1.C(OCC)(=O)C>[Si:31]([O:30][C:13]([C:10]1[CH:9]=[CH:8][C:7]([F:6])=[CH:12][CH:11]=1)([CH:2]([CH3:1])[CH2:3][CH3:4])[C:14]([OH:16])=[O:15])([C:44]([CH3:46])([CH3:45])[CH3:47])([C:38]1[CH:39]=[CH:40][CH:41]=[CH:42][CH:43]=1)[C:32]1[CH:37]=[CH:36][CH:35]=[CH:34][CH:33]=1. Procedure details: n-Butyl lithium (4.89 mL; 2.66 M solution in hexane) was added dropwise to a solution of 4-fluorophenylacetic acid (1 g) in THF (30 mL) at −78° C., and the reaction solution was stirred for 20 minutes. The reaction solution was heated to 0° C. and stirred for 30 minutes. Then, a solution of 3-(tert-butyldiphenylsilanyloxy)-1-methylpropyl toluene-4-sulfonate (3.2 g) in THF (10 mL) was added dropwise to the reaction solution. The reaction solution was heated to room temperature and stirred at the ...